Dataset: the Open Reaction Database (ORD), a public repository of structured organic reaction records. Task: describe an organic reaction: reactants, conditions, products, and yield Starting materials: O=C([O-])O, CCOc1ccc(-c2ccc3c(c2)C=C(C(=O)Nc2ccc(CN(C)C4CCC5(CC4)OCCO5)cc2)CCS3(=O)=O)cc1, C1CCOC1, Cl, [Na+]. The product is CCOc1ccc(-c2ccc3c(c2)C=C(C(=O)Nc2ccc(CN(C)C4CCC(=O)CC4)cc2)CCS3(=O)=O)cc1. As a reaction SMILES: [C:46](=[O:47])([OH:48])[O-:49].[CH2:1]([CH3:2])[O:3][c:4]1[cH:5][cH:6][c:7](-[c:10]2[cH:11][cH:12][c:13]3[c:14]([cH:44]2)[CH:15]=[C:16]([C:22](=[O:23])[NH:24][c:25]2[cH:26][cH:27][c:28]([CH2:31][N:32]([CH3:33])[CH:34]4[CH2:35][CH2:36][C:37]5([CH2:38][CH2:39]4)[O:40][CH2:43][CH2:42][O:41]5)[cH:29][cH:30]2)[CH2:17][CH2:18][S:19]3(=[O:20])=[O:21])[cH:8][cH:9]1.[CH2:51]1[O:52][CH2:53][CH2:54][CH2:55]1.[ClH:45].[Na+:50]>>[CH2:1]([CH3:2])[O:3][c:4]1[cH:5][cH:6][c:7](-[c:10]2[cH:11][cH:12][c:13]3[c:14]([cH:44]2)[CH:15]=[C:16]([C:22](=[O:23])[NH:24][c:25]2[cH:26][cH:27][c:28]([CH2:31][N:32]([CH3:33])[CH:34]4[CH2:35][CH2:36][C:37](=[O:40])[CH2:38][CH2:39]4)[cH:29][cH:30]2)[CH2:17][CH2:18][S:19]3(=[O:20])=[O:21])[cH:8][cH:9]1. The reactants are C1CCNCC1, Cc1c(C=O)[nH]c2c1C(=O)N(CCN1CCOCC1)CCC2, CCO, O=C1Cc2cc(S(=O)(=O)Cc3c(Cl)cccc3Cl)ccc2N1. The product is Cc1c(C=C2C(=O)Nc3ccc(S(=O)(=O)Cc4c(Cl)cccc4Cl)cc32)[nH]c2c1C(=O)N(CCN1CCOCC1)CCC2. As a reaction SMILES: [CH2:45]1[CH2:46][CH2:47][NH:48][CH2:49][CH2:50]1.[CH3:1][c:2]1[c:3]([CH:21]=[O:22])[nH:4][c:5]2[c:6]1[C:7](=[O:20])[N:8]([CH2:12][CH2:13][N:14]1[CH2:15][CH2:16][O:17][CH2:18][CH2:19]1)[CH2:9][CH2:10][CH2:11]2.[CH3:51][CH2:52][OH:53].[Cl:23][c:24]1[c:25]([CH2:31][S:32](=[O:33])(=[O:34])[c:35]2[cH:36][c:37]3[c:41]([cH:42][cH:43]2)[NH:40][C:39](=[O:44])[CH2:38]3)[c:26]([Cl:30])[cH:27][cH:28][cH:29]1>>[CH3:1][c:2]1[c:3]([CH:21]=[C:38]2[c:37]3[cH:36][c:35]([S:32]([CH2:31][c:25]4[c:24]([Cl:23])[cH:29][cH:28][cH:27][c:26]4[Cl:30])(=[O:33])=[O:34])[cH:43][cH:42][c:41]3[NH:40][C:39]2=[O:44])[nH:4][c:5]2[c:6]1[C:7](=[O:20])[N:8]([CH2:12][CH2:13][N:14]1[CH2:15][CH2:16][O:17][CH2:18][CH2:19]1)[CH2:9][CH2:10][CH2:11]2. Starting materials: CC=1C(N(C=CC1)C1CCC(CC1)=O)=O (3-methyl-1-(4-oxo-cyclohexyl)-1H-pyridin-2-one), N1CC(C1)NC(=O)CNC(C1=CC(=CC=C1)C(F)(F)F)=O (N-(azetidin-3-ylcarbamoylmethyl)-3-trifluoromethyl-benzamide). Product: CC=1C(N(C=CC1)C1CCC(CC1)N1CC(C1)NC(=O)CNC(C1=CC(=CC=C1)C(F)(F)F)=O)=O (N-({1-[4-(3-Methyl-2-oxo-2H-pyridin-1-yl)-cyclohexyl]-azetidin-3-ylcarbamoyl}-methyl)-3-trifluoromethyl-benzamide). As a reaction SMILES: [CH3:1][C:2]1[C:3](=[O:15])[N:4]([CH:8]2[CH2:13][CH2:12][C:11](=O)[CH2:10][CH2:9]2)[CH:5]=[CH:6][CH:7]=1.[NH:16]1[CH2:19][CH:18]([NH:20][C:21]([CH2:23][NH:24][C:25](=[O:36])[C:26]2[CH:31]=[CH:30][CH:29]=[C:28]([C:32]([F:35])([F:34])[F:33])[CH:27]=2)=[O:22])[CH2:17]1>>[CH3:1][C:2]1[C:3](=[O:15])[N:4]([CH:8]2[CH2:13][CH2:12][CH:11]([N:16]3[CH2:19][CH:18]([NH:20][C:21]([CH2:23][NH:24][C:25](=[O:36])[C:26]4[CH:31]=[CH:30][CH:29]=[C:28]([C:32]([F:35])([F:33])[F:34])[CH:27]=4)=[O:22])[CH2:17]3)[CH2:10][CH2:9]2)[CH:5]=[CH:6][CH:7]=1. Procedure: The title compounds were prepared as white solids from the reductive amination of 3-methyl-1-(4-oxo-cyclohexyl)-1H-pyridin-2-one (as prepared in the previous step) and N-(azetidin-3-ylcarbamoylmethyl)-3-trifluoromethyl-benzamide (as prepared in Example 2 Step C) using the procedure described in Step D of Example 1. Starting materials: O=C(O)C1CCCCC1, O=S(Cl)Cl. The product is O=C(Cl)C1CCCCC1. RXN SMILES: [CH:1]1([C:7](=[O:8])[OH:9])[CH2:2][CH2:3][CH2:4][CH2:5][CH2:6]1.[S:10]([Cl:11])([Cl:12])=[O:13]>>[CH:1]1([C:7](=[O:9])[Cl:12])[CH2:2][CH2:3][CH2:4][CH2:5][CH2:6]1. The reactants are C(C)(C)(C)OC([C@H]1NCC(C1)OC(C)(C)C)=O (4-tert-butoxy-L-proline tertbutyl ester), C(C)(=O)SCC(C(=O)Cl)C (3-acetylthio-2-methylpropanoyl chloride), C(C)(C)(C)OC([C@H]1NCCC1)=O (L-proline tert-butyl ester), C(C)(=O)SCCC(=O)Cl (3-acetylthiopropanoyl chloride). Product: C(C)(=O)SCCC(=O)N1C(=CC(C1)O)C(=O)O (1-(3-acetylthio-1-oxopropyl)-4,5-dihydro-4-hydroxy-1H-pyrrole-2-carboxylic acid). Reaction SMILES: C([O:5][C:6](=[O:17])[C@@H:7]1[CH2:11][CH:10]([O:12]C(C)(C)C)[CH2:9][NH:8]1)(C)(C)C.C(OC(=O)[C@@H]1CCCN1)(C)(C)C.[C:30]([S:33][CH2:34][CH2:35][C:36](Cl)=[O:37])(=[O:32])[CH3:31].C(SCC(C)C(Cl)=O)(=O)C>>[C:30]([S:33][CH2:34][CH2:35][C:36]([N:8]1[CH2:9][CH:10]([OH:12])[CH:11]=[C:7]1[C:6]([OH:5])=[O:17])=[O:37])(=[O:32])[CH3:31]. Procedure: By substituting 4-tert-butoxy-L-proline tertbutyl ester for the L-proline tert-butyl ester and 3-acetylthiopropanoyl chloride for the 3-acetylthio-2-methylpropanoyl chloride in the procedure of Example 1, 1-(3-acetylthio-1-oxopropyl)-4,5-dihydro-4-hydroxy-1H-pyrrole-2-carboxylic acid is obtained. Reactants: S(N)(=O)(=O)C1=CC=2C(=NC=CC2O1)Cl (2-sulfamoyl-4-chloro-furo[3,2-c]pyridine), NCCO (2-aminoethanol). The solvent is O (water). Run at temperature 110 celsius. The product is S(N)(=O)(=O)C1=CC=2C(=NC=CC2O1)NCCO (2-Sulfamoyl-4-(2-hydroxyethylamino)furo[3,2-c]pyridine). Yield: 76.7%. As a reaction SMILES: [S:1]([C:5]1[O:13][C:12]2[CH:11]=[CH:10][N:9]=[C:8](Cl)[C:7]=2[CH:6]=1)(=[O:4])(=[O:3])[NH2:2].[NH2:15][CH2:16][CH2:17][OH:18]>O>[S:1]([C:5]1[O:13][C:12]2[CH:11]=[CH:10][N:9]=[C:8]([NH:15][CH2:16][CH2:17][OH:18])[C:7]=2[CH:6]=1)(=[O:4])(=[O:3])[NH2:2]. Reported procedure: A mixture of 2-sulfamoyl-4-chloro-furo[3,2-c]pyridine (1.75 g, 7.5 mmol) in 2-aminoethanol (5.5 ml, 91 mmol) was heated at 110° C. for 5 hours. This solution was diluted with water and the product was extracted into ethyl acetate. The ethyl acetate extract was evaporated and the residue was triturated with diethyl ether to give solid product (1.48 g). This material was recrystallized from ethyl acetate to give pure product (1.38 g, 71% yield), m.p. 192°-195° C. The reactants are CCC(C=O)Nc1cc(C)nc(Oc2c(C)cc(Cl)cc2C)c1C(=O)OC, CC=C(C)C, [O-][Cl+][O-], [Na+]. The product is CCC(Nc1cc(C)nc(Oc2c(C)cc(Cl)cc2C)c1C(=O)OC)C(=O)O. Reaction SMILES: [CH3:1][O:2][C:3]([c:4]1[c:5]([O:17][c:18]2[c:19]([CH3:26])[cH:20][c:21]([Cl:25])[cH:22][c:23]2[CH3:24])[n:6][c:7]([CH3:16])[cH:8][c:9]1[NH:10][CH:11]([CH2:12][CH3:13])[CH:14]=[O:15])=[O:27].[CH3:28][C:29](=[CH:30][CH3:31])[CH3:32].[Cl+:33]([O-:34])[O-:35].[Na+:36]>>[CH3:1][O:2][C:3]([c:4]1[c:5]([O:17][c:18]2[c:19]([CH3:26])[cH:20][c:21]([Cl:25])[cH:22][c:23]2[CH3:24])[n:6][c:7]([CH3:16])[cH:8][c:9]1[NH:10][CH:11]([CH2:12][CH3:13])[C:14](=[O:15])[OH:34])=[O:27]. The reactants are [BH4-], CO, Cc1c(C(=O)C2CCCCC2)oc2ccc(OC3CCOCC3)cc12, [Na+], C1CCOC1. The product is Cc1c(C(O)C2CCCCC2)oc2ccc(OC3CCOCC3)cc12. RXN SMILES: [BH4-:26].[CH3:33][OH:34].[CH:1]1([C:7](=[O:8])[c:9]2[o:10][c:11]3[c:12]([c:13]2[CH3:14])[cH:15][c:16]([O:19][CH:20]2[CH2:21][CH2:22][O:23][CH2:24][CH2:25]2)[cH:17][cH:18]3)[CH2:2][CH2:3][CH2:4][CH2:5][CH2:6]1.[Na+:27].[O:28]1[CH2:29][CH2:30][CH2:31][CH2:32]1>>[CH:1]1([CH:7]([OH:8])[c:9]2[o:10][c:11]3[c:12]([c:13]2[CH3:14])[cH:15][c:16]([O:19][CH:20]2[CH2:21][CH2:22][O:23][CH2:24][CH2:25]2)[cH:17][cH:18]3)[CH2:2][CH2:3][CH2:4][CH2:5][CH2:6]1.